From a dataset of the Open Reaction Database (ORD), a public repository of structured organic reaction records. describe an organic reaction: reactants, conditions, products, and yield The reactants are lactam, ON1C(CCCC1C)=O (N-hydroxy-6-methyl-2-piperidone), CC1CCCC(N1)=O (6-methyl-2-piperidone), [H][H] (hydrogen), lactam, Ba(OH)2. Reagents/catalysts: [Pd] (palladium-charcoal). Product: NC(CCCC(=O)O)C (5-amino-hexanoic acid). Reaction SMILES: O[N:2]1[CH:7]([CH3:8])[CH2:6][CH2:5][CH2:4][C:3]1=[O:9].[H][H].CC1NC(=[O:19])CCC1>[Pd]>[NH2:2][CH:7]([CH3:8])[CH2:6][CH2:5][CH2:4][C:3]([OH:9])=[O:19]. Procedure: 5-Aminohexanoic Acid was prepared by combining 0.5 g 2-methylcyclopentanone and 9.5 ml 2 N NaOH in sufficient ethanol to give a homogeneous solution. The mixture was cooled to 0° C., 0.9 g of benzene sulfohydroxamic acid (C6H5SO2NHOH) was added, and the mixture stored overnight in the refrigerator. Thereafter the mixture was concentrated in vacuo and extracted with ether. The post-extraction residue is brought to between pH 5-6 with 2 N HCl extracted with chloroform to give an oil bp. 70°-80° C.... Starting materials: CC=1NC=2C(CCCC2C1C(=O)O)=O (2-methyl-7-oxo-4,5,6,7-tetrahydro-1H-indole-3-carboxylic acid), NCCO (2-aminoethanol). The product is OCCNC(=O)C1=C(NC=2C(CCCC12)=O)C (N-(2-hydroxyethyl)-2-methyl-7-oxo-4,5,6,7-tetrahydro-1H-indole-3-carboxamide). The yield is 84.6%. Reaction SMILES: [CH3:1][C:2]1[NH:3][C:4]2[C:5](=[O:14])[CH2:6][CH2:7][CH2:8][C:9]=2[C:10]=1[C:11]([OH:13])=O.[NH2:15][CH2:16][CH2:17][OH:18]>>[OH:18][CH2:17][CH2:16][NH:15][C:11]([C:10]1[C:9]2[CH2:8][CH2:7][CH2:6][C:5](=[O:14])[C:4]=2[NH:3][C:2]=1[CH3:1])=[O:13]. Reported procedure: Similar procedure as Example 2, 2-methyl-7-oxo-4,5,6,7-tetrahydro-1H-indole-3-carboxylic acid (S4) 0.2 g (1.0 mmol) and 2-aminoethanol 0.13 g (2.1 mmol) was reacted. The reaction solution was concentrated and purified by a silica gel column, eluted with CH2Cl2/MeOH (10:1), to give 0.20 g (85%) of the titled compound as a white solid.